Task: describe an organic reaction: reactants, conditions, products, and yield. Dataset: the Open Reaction Database (ORD), a public repository of structured organic reaction records Starting materials: diazo, C(C)N(C1=CC(=CC=C1)C)CC1=CC=CC=C1 (N-ethyl-N-benzyl-m-toluidine), S(N)(O)(=O)=O (sulphamic acid), C(C)(=O)[O-].[Na+] (sodium acetate), NC=1C=C(C=CC1OC)S(=O)(=O)F (3-Amino-4-methoxy benzene sulphonylfluoride), N(=O)OS(O)(=O)=O (Nitrosyl sulphuric acid). Solvent: CO (methanol), ice water, CC(=O)OCC1=C2C=CC=CC2=C(C3=CC=CC=C31)COC(=O)C.C(CC)(=O)O (acetic propionic acid). Reaction conditions: time 2 hour. Yields the product COC1=C(C=C(C=C1)S(=O)(=O)F)N=NC1=C(C=C(N(CC2=CC=CC=C2)CC)C=C1)C (4-(2-methoxy-5-fluorosulphonylphenylazo)-3-methyl-N-ethyl-N-benzyl aniline). RXN SMILES: [NH2:1][C:2]1[CH:3]=[C:4]([S:10]([F:13])(=[O:12])=[O:11])[CH:5]=[CH:6][C:7]=1[O:8][CH3:9].N(OS(=O)(=O)O)=O.[CH2:21]([N:23]([CH2:31][C:32]1[CH:37]=[CH:36][CH:35]=[CH:34][CH:33]=1)[C:24]1[CH:29]=[CH:28][CH:27]=[C:26]([CH3:30])[CH:25]=1)[CH3:22].S(=O)(=O)(O)[NH2:39].C([O-])(=O)C.[Na+]>CC(OCC1C2C(=CC=CC=2)C(COC(C)=O)=C2C=1C=CC=C2)=O.C(O)(=O)CC.CO>[CH3:9][O:8][C:7]1[CH:6]=[CH:5][C:4]([S:10]([F:13])(=[O:12])=[O:11])=[CH:3][C:2]=1[N:1]=[N:39][C:27]1[CH:28]=[CH:29][C:24]([N:23]([CH2:21][CH3:22])[CH2:31][C:32]2[CH:37]=[CH:36][CH:35]=[CH:34][CH:33]=2)=[CH:25][C:26]=1[CH3:30] |f:4.5,6.7|. Procedure details: 3-Amino-4-methoxy benzene sulphonylfluoride (1 part) was stirred in acetic/propionic acid 86/14 vol/vol (15 parts) and cooled to 0°-5° C. Nitrosyl sulphuric acid solution (1.9 parts) was dropwise and stirred at 0°-5° C. for 2 hours. The diazo solution was then added to a stirred mixture of N-ethyl-N-benzyl-m-toluidine (1.3 parts), methanol (50 parts), sulphamic acid (0.5 parts) and sodium acetate (5 parts) stirring in ice/water at 0°-5° C. After stirring for 2 hours under these conditions, the d...